This data is from the Open Reaction Database (ORD), a public repository of structured organic reaction records. The task is: describe an organic reaction: reactants, conditions, products, and yield Reactants: CCOC(=O)CCCBr, O=C([O-])[O-], [K+], [K+], CN(C)C=O, O, O=Cc1cc(O)ccc1[N+](=O)[O-]. Yields the product CCOC(=O)CCCOc1ccc([N+](=O)[O-])c(C=O)c1. RXN SMILES: [Br:13][CH2:14][CH2:15][CH2:16][C:17](=[O:18])[O:19][CH2:20][CH3:21].[C:22](=[O:23])([O-:24])[O-:25].[K+:26].[K+:27].[O:29]=[CH:30][N:31]([CH3:32])[CH3:33].[OH2:28].[OH:1][c:2]1[cH:3][cH:4][c:5]([N+:10](=[O:11])[O-:12])[c:6]([CH:7]=[O:8])[cH:9]1>>[O:1]([c:2]1[cH:3][cH:4][c:5]([N+:10](=[O:11])[O-:12])[c:6]([CH:7]=[O:8])[cH:9]1)[CH2:14][CH2:15][CH2:16][C:17](=[O:18])[O:19][CH2:20][CH3:21]. Starting materials: CCN(C(C)C)C(C)C, Cc1cc2c(cc1C(F)(F)F)N(C(=O)OC(C)(C)C)CCCC2NCc1cc(C(F)(F)F)cc(C(F)(F)F)c1, N#CBr, C1CCOC1. The product is Cc1cc2c(cc1C(F)(F)F)N(C(=O)OC(C)(C)C)CCCC2N(C#N)Cc1cc(C(F)(F)F)cc(C(F)(F)F)c1. Reaction SMILES: [CH:43]([N:44]([CH:45]([CH3:46])[CH3:47])[CH2:48][CH3:49])([CH3:50])[CH3:51].[F:4][C:5]([c:6]1[cH:7][c:8]([CH2:9][NH:10][CH:11]2[c:12]3[c:13]([cH:25][c:26]([C:30]([F:31])([F:32])[F:33])[c:27]([CH3:29])[cH:28]3)[N:14]([C:18](=[O:19])[O:20][C:21]([CH3:22])([CH3:23])[CH3:24])[CH2:15][CH2:16][CH2:17]2)[cH:34][c:35]([C:37]([F:38])([F:39])[F:40])[cH:36]1)([F:41])[F:42].[N:1]#[C:2][Br:3].[O:52]1[CH2:53][CH2:54][CH2:55][CH2:56]1>>[N:1]#[C:2][N:10]([CH2:9][c:8]1[cH:7][c:6]([C:5]([F:4])([F:41])[F:42])[cH:36][c:35]([C:37]([F:38])([F:39])[F:40])[cH:34]1)[CH:11]1[c:12]2[c:13]([cH:25][c:26]([C:30]([F:31])([F:32])[F:33])[c:27]([CH3:29])[cH:28]2)[N:14]([C:18](=[O:19])[O:20][C:21]([CH3:22])([CH3:23])[CH3:24])[CH2:15][CH2:16][CH2:17]1.